This data is from the Open Reaction Database (ORD), a public repository of structured organic reaction records. The task is: describe an organic reaction: reactants, conditions, products, and yield Starting materials: COCCCOC1C(=NC=CC1=O)C (3-(3-methoxy-1-propoxy)-2-methyl-4-pyridone), O=P(Cl)(Cl)Cl (POCl3). Product: ClC1=C(C(=NC=C1)C)OCCCOC (4-chloro-3-(3-methoxy-1-propoxy)-2-methylpyridine). The yield is 34.0%. Reaction SMILES: [CH3:1][O:2][CH2:3][CH2:4][CH2:5][O:6][CH:7]1[C:12](=O)[CH:11]=[CH:10][N:9]=[C:8]1[CH3:14].O=P(Cl)(Cl)[Cl:17]>>[Cl:17][C:12]1[CH:11]=[CH:10][N:9]=[C:8]([CH3:14])[C:7]=1[O:6][CH2:5][CH2:4][CH2:3][O:2][CH3:1]. Reported procedure: A solution of 3-(3-methoxy-1-propoxy)-2-methyl-4-pyridone (0.32 g, 1.6 mmol) in 50 ml POCl3 was refluxed for 14 h. The POCl3 was evaporated off and the residue was partitioned between methylene chloride and water. The aqueous layer was separated, treated with K2CO3 until pH=10 and extracted with methylene chloride. The organic layer was dried over Na2SO4 and evaporated. The residue was purified by chromatography on silica gel with methanol/methylene chloride (3:97) as eluent. Evaporation off the... The reactants are Xylenes, S(=O)(=O)(C1=CC=C(C)C=C1)C1=CC=C(C=2C(C3=CC=CC=C3C(C12)=O)=O)S(=O)(=O)C1=CC=C(C)C=C1 (1,4-ditosylanthraquinone), C(CC)N (n-propyl amine), ( ε6380 ), M-C7H7SO2. The product is C(CC)NC1=CC=C(C=2C(C3=CC=CC=C3C(C12)=O)=O)S(=O)(=O)C1=CC=C(C)C=C1 (1-(n-propylamino)-4-tosylanthraquinone). The yield is 73.0%. As a reaction SMILES: S([C:11]1[C:24]2[C:23](=[O:25])[C:22]3[C:17](=[CH:18][CH:19]=[CH:20][CH:21]=3)[C:16](=[O:26])[C:15]=2[C:14]([S:27]([C:30]2[CH:36]=[CH:35][C:33]([CH3:34])=[CH:32][CH:31]=2)(=[O:29])=[O:28])=[CH:13][CH:12]=1)(C1C=CC(C)=CC=1)(=O)=O.[CH2:37]([NH2:40])[CH2:38][CH3:39]>>[CH2:37]([NH:40][C:11]1[C:24]2[C:23](=[O:25])[C:22]3[C:17](=[CH:18][CH:19]=[CH:20][CH:21]=3)[C:16](=[O:26])[C:15]=2[C:14]([S:27]([C:30]2[CH:31]=[CH:32][C:33]([CH3:34])=[CH:35][CH:36]=2)(=[O:29])=[O:28])=[CH:13][CH:12]=1)[CH2:38][CH3:39]. Procedure: 1-(n-propylamino)-4-tosylanthraquinone was prepared by reaction of 1,4-ditosylanthraquinone with n-propyl amine. The isolated and purified reaction product has the structure illustrated below (where "Ts" is ##STR10## The yield was 73% and the m.p. 163°-164° C. Mass spec m/e 435 (M+), 406 (M-C2H5), 280 (M-C7H7SO2), 252 (280-CO), 155 (C7H7SO2), 91 (C7H7); 1H-NMR (CD2Cl2)δ10.01 (br s, 1H), 8.21-7.87 (m, 2H), 7.81-7.65 (m, 4H), 7.35-6.96 (m, 4H), 3.41-3.20 (m, 2H), 2.31 (s, 3H), 1.91-1.67 (m,2H), 1.... The reactants are C(CCC)=C1C(N(C(S1)=O)CCCCOC=1C=2N(C=CC1)C=CN2)=O (5-butylidene-3-[4-(imidazo[1,2-a]pyridin-8-yloxy)butyl]thiazolidine-2,4-dione), Cl (hydrochloric acid). Run in CO (methanol). Yields the product Cl.C(CCC)=C1C(N(C(S1)=O)CCCCOC=1C=2N(C=CC1)C=CN2)=O (5-butylidene-3-[4-(imidazo[1,2-a]pyridin-8-yloxy)butyl]thiazolidine-2,4-dione hydrochloride). As a reaction SMILES: [CH:1](=[C:5]1[S:9][C:8](=[O:10])[N:7]([CH2:11][CH2:12][CH2:13][CH2:14][O:15][C:16]2[C:17]3[N:18]([CH:22]=[CH:23][N:24]=3)[CH:19]=[CH:20][CH:21]=2)[C:6]1=[O:25])[CH2:2][CH2:3][CH3:4].[ClH:26]>CO>[ClH:26].[CH:1](=[C:5]1[S:9][C:8](=[O:10])[N:7]([CH2:11][CH2:12][CH2:13][CH2:14][O:15][C:16]2[C:17]3[N:18]([CH:22]=[CH:23][N:24]=3)[CH:19]=[CH:20][CH:21]=2)[C:6]1=[O:25])[CH2:2][CH2:3][CH3:4] |f:3.4|. Procedure: To a solution of 1.44 g (4.0 mmol) of 5-butylidene-3-[4-(imidazo[1,2-a]pyridin-8-yloxy)butyl]thiazolidine-2,4-dione in 20 ml of methanol, 0.4 ml of concentrated hydrochloric acid was added. After the solvent was distilled off, the residue was washed with diethyl ether to yield 1.58 g (quant, yellow oily substance) of the desired product. Reactants: ( b ), BrC1=CC=C(C=C1)O (4-bromophenol), C(C1CCCO1)Br (tetrahydrofurfuryl bromide). The product is O1C(CCC1)COC1=CC=C(C=C1)Br (4-(Tetrahydrofuran-2-ylmethoxy)-bromobenzene). RXN SMILES: [Br:1][C:2]1[CH:7]=[CH:6][C:5]([OH:8])=[CH:4][CH:3]=1.[CH2:9](Br)[CH:10]1[O:14][CH2:13][CH2:12][CH2:11]1>>[O:14]1[CH2:13][CH2:12][CH2:11][CH:10]1[CH2:9][O:8][C:5]1[CH:6]=[CH:7][C:2]([Br:1])=[CH:3][CH:4]=1. Procedure details: Prepared by the method of Example 42 (b) using 4-bromophenol and tetrahydrofurfuryl bromide. Run at time 30 minute. The product is COC1=CC=C(C(=O)NC=2C(=CC=CC2)NC(C2=CC=C(C=C2)S(=O)C)=O)C=C1 (N1-(4-Methoxybenzoyl)-N2-[4-(methylsulfinyl)benzoyl]-1,2-benzenediamine). Reactants: ClC=1C=C(C(=O)OO)C=CC1 (m-chloroperoxybenzoic acid), COC1=CC=C(C(=O)NC=2C(=CC=CC2)NC(C2=CC=C(C=C2)SC)=O)C=C1 (N1-(4-Methoxybenzoyl)-N2-[4-(methylthio)benzoyl]-1,2-benzenediamine), [OH-].[Ca+2].[OH-] (calcium hydroxide). Procedure: To a solution of N1-(4-Methoxybenzoyl)-N2-[4-(methylthio)benzoyl]-1,2-benzenediamine (417 mg, 0.60 mmol) in chloroform (20 mL), cooled to 0° C. was added m-chloroperoxybenzoic acid (346 mg, 1.16 mmol). After 30 min, the reaction mixture was warmed to room temperature and calcium hydroxide (123 mg, 1.66 mmol) was added. After 15 min, the reaction mixture was filtered and the filtrate concentrated in vacuo. The residue was chromatographed (silica gel, 50% ethyl acetate/50% hexanes to 80% ethyl ace... Yield: 146.9%. Solvent: C(Cl)(Cl)Cl (chloroform). RXN SMILES: [CH3:1][O:2][C:3]1[CH:28]=[CH:27][C:6]([C:7]([NH:9][C:10]2[C:11]([NH:16][C:17](=[O:26])[C:18]3[CH:23]=[CH:22][C:21]([S:24][CH3:25])=[CH:20][CH:19]=3)=[CH:12][CH:13]=[CH:14][CH:15]=2)=[O:8])=[CH:5][CH:4]=1.ClC1C=C(C=CC=1)C(OO)=[O:34].[OH-].[Ca+2].[OH-]>C(Cl)(Cl)Cl>[CH3:1][O:2][C:3]1[CH:4]=[CH:5][C:6]([C:7]([NH:9][C:10]2[C:11]([NH:16][C:17](=[O:26])[C:18]3[CH:23]=[CH:22][C:21]([S:24]([CH3:25])=[O:34])=[CH:20][CH:19]=3)=[CH:12][CH:13]=[CH:14][CH:15]=2)=[O:8])=[CH:27][CH:28]=1 |f:2.3.4|.